Dataset: the Open Reaction Database (ORD), a public repository of structured organic reaction records. Task: describe an organic reaction: reactants, conditions, products, and yield Starting materials: [N+](=O)([O-])C1=CC=C(C=O)C=C1 (4-nitrobenzaldehyde), C([O-])([O-])=O.[K+].[K+] (potassium carbonate), CCCCS (n-butylthiol), CN(C=O)C (dimethylformamide). Run in O (water). Run at temperature 100 celsius. The product is C(CCC)SC1=CC=C(C=O)C=C1 (4-(n-butylthio)benzaldehyde). As a reaction SMILES: [N+]([C:4]1[CH:11]=[CH:10][C:7]([CH:8]=[O:9])=[CH:6][CH:5]=1)([O-])=O.C(=O)([O-])[O-].[K+].[K+].[CH3:18][CH2:19][CH2:20][CH2:21][SH:22].CN(C)C=O>O>[CH2:21]([S:22][C:4]1[CH:11]=[CH:10][C:7]([CH:8]=[O:9])=[CH:6][CH:5]=1)[CH2:20][CH2:19][CH3:18] |f:1.2.3|. Procedure: A mixture of 4-nitrobenzaldehyde (10.0 g), potassium carbonate (10.0 g), n-butylthiol (12.5 ml) and dimethylformamide (12.5 ml) was heated at 100° C. for a period of 16 hours, cooled and poured into water (250 ml). The aqueous mixture was extracted with diethyl ether (4×250 ml) and the combined organic phases were washed with aqueous 2% sodium hydroxide solution (5×100 ml) and finally with water. The organic phase was dried over anhydrous sodium sulfate and the solvent was removed by distillatio... The reactants are Cl (HCl), C(C1=CC=CC=C1)Cl (benzyl chloride), SC1=C(C(=O)O)C=CC=N1 (2-mercaptonicotinic acid), [OH-].[Na+] (NaOH). Solvent: O (water), O (water). Product: 307, C1(=CC=CC=C1)CSC1=NC=CC=C1C(=O)O (2-(phenylmethylthio)-3-pyridinecarboxylic acid). Yield: 97.1%. As a reaction SMILES: [SH:1][C:2]1[N:10]=[CH:9][CH:8]=[CH:7][C:3]=1[C:4]([OH:6])=[O:5].[OH-].[Na+].[CH2:13](Cl)[C:14]1[CH:19]=[CH:18][CH:17]=[CH:16][CH:15]=1.Cl>O>[C:14]1([CH2:13][S:1][C:2]2[C:3]([C:4]([OH:6])=[O:5])=[CH:7][CH:8]=[CH:9][N:10]=2)[CH:19]=[CH:18][CH:17]=[CH:16][CH:15]=1 |f:1.2|. Procedure: 200 parts 2-mercaptonicotinic acid, 970 parts of water, 215 parts of 50% NaOH, and 164 parts of benzyl chloride were combined and the resulting solution was refluxed for 2 hours. After dilution with 2580 parts of water, the solution was acidified with 207 parts of 36% HCl. The resulting slurry was cooled and filtered. The wet cake was washed with water and dried to give 307 parts (97.1%) of 2-(phenylmethylthio)-3-pyridinecarboxylic acid, m.p. 190°-193° C. Reactants: [F-].C(C)(C)(C)[NH3+] (tert-Butyl ammonium fluoride), [Si](C1=CC=CC=C1)(C1=CC=CC=C1)(C(C)(C)C)OCC=1C(=C(C(=C(C1)C(=O)C1=CC=CC=C1)F)F)N1C[C@H](O[C@H](C1)C)C ({5-({[tert-butyl(diphenyl)silyl]oxy}methyl)-4-[(2R,6S)-2,6-dimethylmorpholin-4-yl]-2,3-difluorophenyl}(phenyl)methanone), [Si](C1=CC=CC=C1)(C1=CC=CC=C1)(C(C)(C)C)OCC=1C(=C(C(=C(C1)C(=O)C1=CC=CC=C1)F)F)N1C[C@H](O[C@H](C1)C)C ({5-({[tert-butyl(diphenyl)silyl]oxy}methyl)-4-[(2R,6S)-2,6-dimethylmorpholin-4-yl]-2,3-difluorophenyl}(phenyl)methanone). Solvent: C1CCOC1 (THF). Reaction conditions: time 1 hour. The product is C[C@@H]1CN(C[C@@H](O1)C)C1=C(C(=C(C=C1CO)C(=O)C1=CC=CC=C1)F)F ({4-[(2R,6S)-2,6-dimethylmorpholin-4-yl]-2,3-difluoro-5-(hydroxymethyl)phenyl}(phenyl)methanone). As a reaction SMILES: [F-].C([NH3+])(C)(C)C.[Si]([O:24][CH2:25][C:26]1[C:27]([N:42]2[CH2:47][C@H:46]([CH3:48])[O:45][C@H:44]([CH3:49])[CH2:43]2)=[C:28]([F:41])[C:29]([F:40])=[C:30]([C:32]([C:34]2[CH:39]=[CH:38][CH:37]=[CH:36][CH:35]=2)=[O:33])[CH:31]=1)(C(C)(C)C)(C1C=CC=CC=1)C1C=CC=CC=1>C1COCC1>[CH3:48][C@H:46]1[O:45][C@@H:44]([CH3:49])[CH2:43][N:42]([C:27]2[C:26]([CH2:25][OH:24])=[CH:31][C:30]([C:32]([C:34]3[CH:39]=[CH:38][CH:37]=[CH:36][CH:35]=3)=[O:33])=[C:29]([F:40])[C:28]=2[F:41])[CH2:47]1 |f:0.1|. Reported procedure: tert-Butyl ammonium fluoride (435 mg, 0.002 mmol) was added in small portions to a stirred solution of {5-({[tert-butyl(diphenyl)silyl]oxy}methyl)-4-[(2R,6S)-2,6-dimethylmorpholin-4-yl]-2,3-difluorophenyl}(phenyl)methanone (Intermediate 20, 1 g, 0.002 mmol) in anhydrous THF (10 mL) at 0° C. and stirring was continued for 1 h with warming to room temperature. The solvent was removed and the residue was purified over a silica gel chromatography column using ethyl acetate-pet. ether gradient, provi... Reactants: CN(C)C=O, COS(=O)OC, [H-], O=c1[nH]c(=O)n(-c2cccc([N+](=O)[O-])c2)c2ccccc12, [Na+], O. The product is Cn1c(=O)c2ccccc2n(-c2cccc([N+](=O)[O-])c2)c1=O. RXN SMILES: [CH3:22][N:23]([CH3:24])[CH:25]=[O:26].[CH3:29][O:30][S:31]([O:32][CH3:33])=[O:34].[H-:27].[N+:1](=[O:2])([O-:3])[c:4]1[cH:5][c:6](-[n:10]2[c:11](=[O:21])[nH:12][c:13](=[O:20])[c:14]3[cH:15][cH:16][cH:17][cH:18][c:19]23)[cH:7][cH:8][cH:9]1.[Na+:28].[OH2:35]>>[N+:1](=[O:2])([O-:3])[c:4]1[cH:5][c:6](-[n:10]2[c:11](=[O:21])[n:12]([CH3:22])[c:13](=[O:20])[c:14]3[cH:15][cH:16][cH:17][cH:18][c:19]23)[cH:7][cH:8][cH:9]1. Starting materials: COC=1C=CC2=C(C=CO2)C1 (5-methoxybenzofuran), C(C1=CC=CC=C1)C=1OC2=C(C1)C=C(C=C2)OC (2-benzyl-5-methoxybenzofuran), Cl.C(C)N(CCOC1=CC=C(C(=O)Cl)C=C1)CC (4-(2-diethylaminoethoxy)benzoyl chloride hydrochloride). Product: C(C1=CC=CC=C1)C=1OC2=C(C1C(C1=CC=C(C=C1)OCCN(CC)CC)=O)C=C(C=C2)OC (2-benzyl-3-[4-(2-diethylaminoethoxy)benzoyl]-5-methoxybenzofuran). As a reaction SMILES: COC1C=CC2OC=CC=2C=1.[CH2:12]([C:19]1[O:20][C:21]2[CH:27]=[CH:26][C:25]([O:28][CH3:29])=[CH:24][C:22]=2[CH:23]=1)[C:13]1[CH:18]=[CH:17][CH:16]=[CH:15][CH:14]=1.Cl.[CH2:31]([N:33]([CH2:46][CH3:47])[CH2:34][CH2:35][O:36][C:37]1[CH:45]=[CH:44][C:40]([C:41](Cl)=[O:42])=[CH:39][CH:38]=1)[CH3:32]>>[CH2:12]([C:19]1[O:20][C:21]2[CH:27]=[CH:26][C:25]([O:28][CH3:29])=[CH:24][C:22]=2[C:23]=1[C:41](=[O:42])[C:40]1[CH:39]=[CH:38][C:37]([O:36][CH2:35][CH2:34][N:33]([CH2:46][CH3:47])[CH2:31][CH3:32])=[CH:45][CH:44]=1)[C:13]1[CH:14]=[CH:15][CH:16]=[CH:17][CH:18]=1 |f:2.3|. Procedure details: In like manner, when 5-methoxybenzofuran is used as a starting material in the procedure of Example 34 and the resulting 2-benzyl-5-methoxybenzofuran is acylated with 4-(2-diethylaminoethoxy)benzoyl chloride hydrochloride, 2-benzyl-3-[4-(2-diethylaminoethoxy)benzoyl]-5-methoxybenzofuran is obtained. Starting materials: BrB(Br)Br, CCOC(=O)c1cc(-n2c(=O)cc(C(F)(F)F)n(C)c2=O)c(F)cc1Cl, ClCCl. The product is Cn1c(C(F)(F)F)cc(=O)n(-c2cc(C(=O)O)c(Cl)cc2F)c1=O. Reaction SMILES: [B:27]([Br:28])([Br:29])[Br:30].[CH2:1]([CH3:2])[O:3][C:4]([c:5]1[c:6]([Cl:25])[cH:7][c:8]([F:24])[c:9](-[n:11]2[c:12](=[O:23])[n:13]([CH3:22])[c:14]([C:18]([F:19])([F:20])[F:21])[cH:15][c:16]2=[O:17])[cH:10]1)=[O:26].[CH2:31]([Cl:32])[Cl:33]>>[O:3]=[C:4]([c:5]1[c:6]([Cl:25])[cH:7][c:8]([F:24])[c:9](-[n:11]2[c:12](=[O:23])[n:13]([CH3:22])[c:14]([C:18]([F:19])([F:20])[F:21])[cH:15][c:16]2=[O:17])[cH:10]1)[OH:26]. The reactants are C(C)(C)N(C(CNC1=C(C=CC=C1)NC1=CC=CC=C1)=O)C1=CC=C(C=C1)OC (N-isopropyl-N-(4-methoxy-phenyl)-2-(2-phenylamino-phenylamino)-acetamide), C1(=CC=CC=C1)NN=C(C(=O)Cl)C(=O)Cl (2-(phenyl-hydrazono) propandioyl dichloride). Solvent: C1CCOC1 (THF), C1CCOC1 (THF). Run at time 30 minute. Product: O=C1C(C(N(C2=C(N1CC(=O)N(C1=CC=C(C=C1)OC)C(C)C)C=CC=C2)C2=CC=CC=C2)=O)=NNC2=CC=CC=C2 (2-[2,4-dioxo-5-phenyl-3-(phenyl-hydrazono)-2,3,4,5-tetrahydro-benzo[b][1,4]diazepine-1-yl]-N-isopropyl-N-(4-methoxy-phenyl)-acetamide). The yield is 98.9%. As a reaction SMILES: [CH:1]([N:4]([C:22]1[CH:27]=[CH:26][C:25]([O:28][CH3:29])=[CH:24][CH:23]=1)[C:5](=[O:21])[CH2:6][NH:7][C:8]1[CH:13]=[CH:12][CH:11]=[CH:10][C:9]=1[NH:14][C:15]1[CH:20]=[CH:19][CH:18]=[CH:17][CH:16]=1)([CH3:3])[CH3:2].[C:30]1([NH:36][N:37]=[C:38]([C:42](Cl)=[O:43])[C:39](Cl)=[O:40])[CH:35]=[CH:34][CH:33]=[CH:32][CH:31]=1>C1COCC1>[O:43]=[C:42]1[N:7]([CH2:6][C:5]([N:4]([CH:1]([CH3:3])[CH3:2])[C:22]2[CH:27]=[CH:26][C:25]([O:28][CH3:29])=[CH:24][CH:23]=2)=[O:21])[C:8]2[CH:13]=[CH:12][CH:11]=[CH:10][C:9]=2[N:14]([C:15]2[CH:20]=[CH:19][CH:18]=[CH:17][CH:16]=2)[C:39](=[O:40])[C:38]1=[N:37][NH:36][C:30]1[CH:35]=[CH:34][CH:33]=[CH:32][CH:31]=1. Reported procedure: Solutions of N-isopropyl-N-(4-methoxy-phenyl)-2-(2-phenylamino-phenylamino)-acetamide(3.00 g) in THF (30 mL) and 2-(phenyl-hydrazono) propandioyl dichloride (1.89 g) in THF (30 mL) were added concomitantly dropwise with stirring in an ice/methanol bath over a 30 minute period. After complete addition, the solution was allowed to warm to room temperature and stirred over night. The solvent was evaporated under reduced pressure and the resultant oil taken into ethyl acetate (250 mL), washed with s...